This data is from the Open Reaction Database (ORD), a public repository of structured organic reaction records. The task is: describe an organic reaction: reactants, conditions, products, and yield The reactants are ClCC(=O)N1CCCCCC1 (1-(2-chloroacetyl)perhydroazepine), CNCCO (2-(methylamino)ethanol), C([O-])([O-])=O.[K+].[K+] (potassium carbonate). The solvent is CC(CC)=O (2-butanone). Product: O=C(CN(CCO)C)N1CCCCCC1 (2-{N-[2-Oxo-2-(perhydro-1-azepinyl]ethyl]methylamino}ethanol). As a reaction SMILES: Cl[CH2:2][C:3]([N:5]1[CH2:11][CH2:10][CH2:9][CH2:8][CH2:7][CH2:6]1)=[O:4].[CH3:12][NH:13][CH2:14][CH2:15][OH:16].C(=O)([O-])[O-].[K+].[K+]>CC(=O)CC>[O:4]=[C:3]([N:5]1[CH2:11][CH2:10][CH2:9][CH2:8][CH2:7][CH2:6]1)[CH2:2][N:13]([CH3:12])[CH2:14][CH2:15][OH:16] |f:2.3.4|. Procedure: A mixture of 4.8 g (27 mmol) of 1-(2-chloroacetyl)perhydroazepine, dissolved in 40 ml of 2-butanone, 3.6 g (48 mmol) of 2-(methylamino)ethanol and 6.6 g (48 mmol) of potassium carbonate is heated to 70° C. for 5 h. Starting materials: OC1=CC(NC2=NC=CC=C12)=O (4-hydroxy-[1, 8]naphthyridin-2-one), ClC=1C=C(C=CC1)N1C(C2=C(C=3C=CC=NC13)N(C(C2)C)CC2=CC=CC=C2)=O (1,2,3,5-tetrahydro-5-(3-chlorophenyl)-2-methyl-I-(phenylmethyl)-4H-pyrrolo[3,2-c][1,8]naphthyridin-4-one), ClC=1C=C(C=CC1)N1C(C(=C(C2=CC=CN=C12)O)CC(C)O)=O (1-(3-chlorophenyl)-3-(2-hydroxypropyl)-4-hydroxy-[1,8]naphthyridin-2-one). Product: COC=1C=C(C=CC1)N1C(C2=C(C=3C=CC=NC13)N(C(C2)C)O)=O (1,2,3,5-tetrahydro-5-(3-methoxyphenyl)-1-hydroxy-2-methyl-4H-pyrrolo[3,2-c][1,8]naphthyridin-4-one), OC1=C(C(N(C2=NC=CC=C12)C1=CC(=CC=C1)OC)=O)CC(C)O (4-hydroxy-1-(3-methoxyphenyl)-3-(2-hydroxypropyl)-[1,8]naphthyridin-2-one). Reaction SMILES: Cl[C:2]1[CH:3]=[C:4]([N:8]2[C:17]3[N:16]=[CH:15][CH:14]=[CH:13][C:12]=3[C:11]3[N:18](CC4C=CC=CC=4)[CH:19]([CH3:21])[CH2:20][C:10]=3[C:9]2=[O:29])[CH:5]=[CH:6][CH:7]=1.Cl[C:31]1[CH:32]=[C:33]([N:37]2[C:46]3[C:41](=[CH:42][CH:43]=[CH:44][N:45]=3)[C:40]([OH:47])=[C:39]([CH2:48][CH:49]([OH:51])[CH3:50])[C:38]2=[O:52])[CH:34]=[CH:35][CH:36]=1.[OH:53][C:54]1C2C(=NC=CC=2)NC(=O)C=1>>[CH3:40][O:47][C:2]1[CH:3]=[C:4]([N:8]2[C:17]3[N:16]=[CH:15][CH:14]=[CH:13][C:12]=3[C:11]3[N:18]([OH:53])[CH:19]([CH3:21])[CH2:20][C:10]=3[C:9]2=[O:29])[CH:5]=[CH:6][CH:7]=1.[OH:47][C:40]1[C:41]2[C:46](=[N:45][CH:44]=[CH:43][CH:42]=2)[N:37]([C:33]2[CH:34]=[CH:35][CH:36]=[C:31]([O:53][CH3:54])[CH:32]=2)[C:38](=[O:52])[C:39]=1[CH2:48][CH:49]([OH:51])[CH3:50]. Reported procedure: This procedure will also produce 1,2,3,5-tetrahydro-5-(3-chlorophenyl)-2-methyl-I-(phenylmethyl)-4H-pyrrolo[3,2-c][1,8]naphthyridin-4-one when 1-(3-chlorophenyl)-3-(2-hydroxypropyl)-4-hydroxy-[1,8]naphthyridin-2-one is substituted for 1-phenyl-3-(2-hydroxyethyl)-hydroxyethyl)-4-hydroxy-[1, 8]naphthyridin-2-one. Furthermore, 1,2,3,5-tetrahydro-5-(3-methoxyphenyl)-1-hydroxy-2-methyl-4H-pyrrolo[3,2-c][1,8]naphthyridin-4-one is produced by this procedure when 4-hydroxy-1-(3-methoxyphenyl)-3-(2-hydro... Starting materials: CC(=O)OCc1cccc(C(C)(C)C)c1Cl, CCO, [K+], [OH-]. The product is CC(C)(C)c1cccc(CO)c1Cl. As a reaction SMILES: [C:3](=[O:4])([CH3:5])[O:6][CH2:7][c:8]1[c:9]([Cl:18])[c:10]([C:14]([CH3:15])([CH3:16])[CH3:17])[cH:11][cH:12][cH:13]1.[CH3:19][CH2:20][OH:21].[K+:2].[OH-:1]>>[OH:6][CH2:7][c:8]1[c:9]([Cl:18])[c:10]([C:14]([CH3:15])([CH3:16])[CH3:17])[cH:11][cH:12][cH:13]1. Starting materials: C(CC)N(C1CC2=CC(=C(C=C2C1)C(=O)[O-])C(=O)[O-])CCC (2-(dipropylamino)-2,3-dihydro-1H-indene-5,6-dicarboxylate), NCCC1=CNC=N1 (histamine), Cl (HCl). The product is C(CC)N(C1CC=2C(=CC=3C(N(C(C3C2)=O)CCC=2N=CNC2)=O)C1)CCC (6-(Dipropylamino)-6,7-dihydro-2-[2-(1H-imidazol-4-yl)ethyl]cyclopent[f]isoindole-1,3(2H,5H)-dione). As a reaction SMILES: [CH2:1]([N:4]([CH2:20][CH2:21][CH3:22])[CH:5]1[CH2:13][C:12]2[C:7](=[CH:8][C:9]([C:17]([O-:19])=O)=[C:10]([C:14]([O-])=[O:15])[CH:11]=2)[CH2:6]1)[CH2:2][CH3:3].[NH2:23][CH2:24][CH2:25][C:26]1[N:30]=[CH:29][NH:28][CH:27]=1.Cl>>[CH2:1]([N:4]([CH2:20][CH2:21][CH3:22])[CH:5]1[CH2:6][C:7]2=[CH:8][C:9]3[C:17](=[O:19])[N:23]([CH2:24][CH2:25][C:26]4[N:30]=[CH:29][NH:28][CH:27]=4)[C:14](=[O:15])[C:10]=3[CH:11]=[C:12]2[CH2:13]1)[CH2:2][CH3:3]. Procedure: Using procedure 49, 2-(dipropylamino)-2,3-dihydro-1H-indene-5,6-dicarboxylate (92, 0.35 g, 1.0 mmol) was treated with histamine (0.16 g, 1.4 mmol). Purification using silica gel, eluting with 9:1 CH2Cl2 /MeOH, afforded a solid that was converted to an HCl salt and recrystallized from hot MeOH/EtOAc to give 118 as a white solid (m.p. 190-191° C.). Starting materials: ClC1=C(C(=O)NC2=CC=C(C3=CC=CC=C23)S(=O)(=O)Cl)C=CC(=C1)Cl (4-(2,4-dichloro-benzoylamino)-naphthalene-1-sulfonyl chloride), N(=C=O)C(C)C (2-isocyanato-propane). Solvent: C(C)N(CC)CC (triethylamine). Yields the product C(CCC)(=O)N1CCC(CC1)NS(=O)(=O)C1=CC=C(C2=CC=CC=C12)NC(C1=C(C=C(C=C1)Cl)Cl)=O (N-[4-(1-Butyryl-piperidin-4-ylsulfamoyl)-naphthalen-1-yl]-2,4-dichloro-benzamide). RXN SMILES: [Cl:1][C:2]1[CH:24]=[C:23]([Cl:25])[CH:22]=[CH:21][C:3]=1[C:4]([NH:6][C:7]1[C:16]2[C:11](=[CH:12][CH:13]=[CH:14][CH:15]=2)[C:10]([S:17](Cl)(=[O:19])=[O:18])=[CH:9][CH:8]=1)=[O:5].[N:26]([CH:29]([CH3:31])C)=[C:27]=[O:28]>C(N(CC)CC)C>[C:27]([N:26]1[CH2:29][CH2:31][CH:4]([NH:6][S:17]([C:10]2[C:11]3[C:16](=[CH:15][CH:14]=[CH:13][CH:12]=3)[C:7]([NH:6][C:4](=[O:5])[C:3]3[CH:21]=[CH:22][C:23]([Cl:25])=[CH:24][C:2]=3[Cl:1])=[CH:8][CH:9]=2)(=[O:19])=[O:18])[CH2:3][CH2:2]1)(=[O:28])[CH2:8][CH2:7][CH3:16]. Procedure: The title compound was prepared following the general procedure in Scheme 5, beginning with 4-(2,4-dichloro-benzoylamino)-naphthalene-1-sulfonyl chloride and substituting butyryl chloride and triethylamine for 2-isocyanato-propane. 1H NMR (300 MHz, DMSO) δ 10.87 (s, 1H), 8.70 (dd, 1H), 8.34 (dd, 1H), 8.21 (d, 1H), 8.13 (d, 1H), 8.01 (d, 1H), 7.82 (m, 2H), 7.73 (m, 1H), 7.63 (d, 1H), 4.00 (d, 1H), 3.6 (d, 1H), 3.24 (m, 1H), 2.92 (t, 1H), 2.59 (m, 1H), 2.17 (t, 2H), 1.47 (m, 2H), 1.43 (m, 2H), 1.1...